From a dataset of the Open Reaction Database (ORD), a public repository of structured organic reaction records. describe an organic reaction: reactants, conditions, products, and yield The reactants are C([C@@H](O)CC(=O)O)(=O)O (L-malic acid), [OH-].[Na+] (sodium hydroxide). The solvent is O (water). Conditions: temperature 10 celsius, time 4 hour. Product: O.O.C([C@@H](O)CC(=O)O)(=O)[O-].[Na+] (monosodium L-malate dihydrate). Yield: 120.8%. RXN SMILES: [C:1]([OH:9])(=[O:8])[C@H:2]([CH2:4][C:5]([OH:7])=[O:6])[OH:3].[OH-:10].[Na+:11]>O>[OH2:3].[OH2:10].[C:1]([O-:9])(=[O:8])[C@H:2]([CH2:4][C:5]([OH:7])=[O:6])[OH:3].[Na+:11] |f:1.2,4.5.6.7|. Procedure details: 26.8 g (0.20 mole) of L-malic acid and 8.0 g (0.20 mole) of sodium hydroxide are dissolved in 200 ml of water. The solution (pH 4.1) is concentrated under reduced pressure to make the total weight thereof 60 g. The concentrated solution is cooled to 10° C., and the mixture obtained (i.e., the mixture of the concentrated solution and crystals precipitated) is stirred at the same temperature for 4 hours. After stirring, the mixture had a pH of 4.1. The crystalline precipitates are collected by fil... The reactants are C([O-])([O-])=O.[K+].[K+] (potassium carbonate), BrCC(=O)OCC (ethyl bromoacetate), C(C1=CC=CC=C1)OC(=O)N1C(C2=CC=C(C=C2CC1)F)C1=C(C=CC(=C1)Cl)OCC=C ((±)-1-(2-allyloxy-5-chloro-phenyl)-6-fluoro-3,4-dihydro-1H-isoquinoline-2-carboxylic acid benzyl ester), CN1C(=O)N(C(=O)CC1=O)C (1,3-dimethylbarbituric acid), CCOC(=O)C (AcOEt). Reagents/catalysts: [Pd].C1(=CC=CC=C1)P(C1=CC=CC=C1)C1=CC=CC=C1.C1(=CC=CC=C1)P(C1=CC=CC=C1)C1=CC=CC=C1.C1(=CC=CC=C1)P(C1=CC=CC=C1)C1=CC=CC=C1.C1(=CC=CC=C1)P(C1=CC=CC=C1)C1=CC=CC=C1 (tetrakis(triphenylphosphine) palladium (0)). Solvent: CN(C)C=O (DMF), CO (MeOH), O (water). Conditions: time 2 hour. The product is C(C1=CC=CC=C1)OC(=O)N1C(C2=CC=C(C=C2CC1)F)C1=C(C=CC(=C1)Cl)OCC(=O)O ((±)-1-(2-Carboxymethoxy-5-chloro-phenyl)-6-fluoro-3,4-dihydro-1H-isoquinoline-2-carboxylic acid benzyl ester). Reaction SMILES: C(OC([N:11]1[CH2:20][CH2:19][C:18]2[C:13](=[CH:14][CH:15]=[C:16]([F:21])[CH:17]=2)[CH:12]1[C:22]1[CH:27]=[C:26]([Cl:28])[CH:25]=[CH:24][C:23]=1[O:29][CH2:30]C=C)=O)C1C=CC=CC=1.CN1[C:41](=O)[CH2:40][C:38](=O)N(C)C1=O.[C:44](=[O:47])([O-])[O-:45].[K+].[K+].BrC[C:52]([O:54][CH2:55][CH3:56])=[O:53].[CH3:57][CH2:58]OC(C)=O>CO.CN(C=O)C.O.[Pd].C1(P(C2C=CC=CC=2)C2C=CC=CC=2)C=CC=CC=1.C1(P(C2C=CC=CC=2)C2C=CC=CC=2)C=CC=CC=1.C1(P(C2C=CC=CC=2)C2C=CC=CC=2)C=CC=CC=1.C1(P(C2C=CC=CC=2)C2C=CC=CC=2)C=CC=CC=1>[CH2:55]([O:54][C:52]([N:11]1[CH2:20][CH2:19][C:18]2[C:13](=[CH:14][CH:15]=[C:16]([F:21])[CH:17]=2)[CH:12]1[C:22]1[CH:27]=[C:26]([Cl:28])[CH:25]=[CH:24][C:23]=1[O:29][CH2:30][C:44]([OH:45])=[O:47])=[O:53])[C:56]1[CH:38]=[CH:40][CH:41]=[CH:58][CH:57]=1 |f:2.3.4,10.11.12.13.14|. Procedure: A mixture under N2 of (±)-1-(2-allyloxy-5-chloro-phenyl)-6-fluoro-3,4-dihydro-1H-isoquinoline-2-carboxylic acid benzyl ester (65 mg, 0.14 mmol, 1.00 eq.), 1,3-dimethylbarbituric acid (45 mg, 0.29 mmol, 2.00 eq.) and tetrakis(triphenylphosphine) palladium (0) (8.3 mg, 0.007 mmol, 0.05 eq.) in MeOH (3 mL) was stirred at r.t. for 3 hours. The mixture was partitioned between AcOEt (15 mL) and water (15 mL). The layers were separated and the aq. phase was extracted with AcOEt (2×15 mL). The comb. org... The reactants are COC(=O)Cl, ClC(Cl)Cl, [K+], [K+], COc1ccc(N)c(C#N)c1OC, O=C([O-])[O-]. The product is COC(=O)Nc1ccc(OC)c(OC)c1C#N. RXN SMILES: [Cl:1][C:2](=[O:3])[O:4][CH3:5].[Cl:25][CH:26]([Cl:27])[Cl:28].[K+:6].[K+:7].[NH2:12][c:13]1[c:14]([C:15]#[N:16])[c:17]([O:23][CH3:24])[c:18]([O:21][CH3:22])[cH:19][cH:20]1.[O-:8][C:9]([O-:10])=[O:11]>>[C:2](=[O:3])([O:4][CH3:5])[NH:12][c:13]1[c:14]([C:15]#[N:16])[c:17]([O:23][CH3:24])[c:18]([O:21][CH3:22])[cH:19][cH:20]1. Reaction SMILES: I[C:2]1[C:3]([CH3:17])=[N:4][N:5]([C:8]2[CH:13]=[CH:12][C:11]([CH2:14][CH2:15][OH:16])=[CH:10][CH:9]=2)[C:6]=1[CH3:7].B(O)(O)[C:19]1[CH:20]=[CH:21][C:22]([CH3:25])=[CH:23][CH:24]=1.C([O-])([O-])=O.[K+].[K+]>C(COC)OC.Cl[Pd](Cl)([P](C1C=CC=CC=1)(C1C=CC=CC=1)C1C=CC=CC=1)[P](C1C=CC=CC=1)(C1C=CC=CC=1)C1C=CC=CC=1>[CH3:17][C:3]1[C:2]([C:19]2[CH:24]=[CH:23][C:22]([CH3:25])=[CH:21][CH:20]=2)=[C:6]([CH3:7])[N:5]([C:8]2[CH:13]=[CH:12][C:11]([CH2:14][CH2:15][OH:16])=[CH:10][CH:9]=2)[N:4]=1 |f:2.3.4,^1:42,61|. The reagents and catalysts are Cl[Pd]([P](C1=CC=CC=C1)(C2=CC=CC=C2)C3=CC=CC=C3)([P](C4=CC=CC=C4)(C5=CC=CC=C5)C6=CC=CC=C6)Cl (bis(triphenylphosphine)palladium(II) chloride). Procedure: To a suspension of 2-[4-(4-iodo-3,5-dimethyl-1H-pyrazol-1-yl)phenyl]ethanol (step 2 of Example 11, 300 mg, 0.88 mmol) and p-tolylboronic acid (313 mg, 2.3 mmol) in dimethoxyethane (6.3 mL) were added 2 M aqueous K2CO3 (2.2 mL, 4.4 mmol) and bis(triphenylphosphine)palladium(II) chloride (124 mg, 0.18 mmol), and the mixture were refluxed for 16 h. The mixture was filtered through a pad of Celite and the filtrate was concentrated to give brown oil. It was partitioned between dichloromethane and wat... The product is CC1=NN(C(=C1C1=CC=C(C=C1)C)C)C1=CC=C(C=C1)CCO (2-{4-[3,5-Dimethyl-4-(4-methylphenyl)-1H-pyrazol-1-yl]phenyl}ethanol). The reactants are IC=1C(=NN(C1C)C1=CC=C(C=C1)CCO)C (2-[4-(4-Iodo-3,5-dimethyl-1H-pyrazol-1-yl)phenyl]ethanol), B(C=1C=CC(=CC1)C)(O)O (p-tolylboronic acid), C(=O)([O-])[O-].[K+].[K+] (K2CO3). Solvent: C(OC)COC (dimethoxyethane). Reactants: [BH4-].[Na+] (NaBH4), C1=CC=C(C=2OC3=C(C21)C=CC=C3)C=O (Dibenzofuran-4-carboxaldehyde), O (water). Run in C(C)O (ethanol). Run at time 2 hour. Yields the product C1=CC=C(C=2OC3=C(C21)C=CC=C3)CO (Dibenzofuran-4-ylmethanol). Isolated yield 89.0%. Reaction SMILES: [CH:1]1[C:9]2[C:8]3[CH:10]=[CH:11][CH:12]=[CH:13][C:7]=3[O:6][C:5]=2[C:4]([CH:14]=[O:15])=[CH:3][CH:2]=1.[BH4-].[Na+].O>C(O)C>[CH:1]1[C:9]2[C:8]3[CH:10]=[CH:11][CH:12]=[CH:13][C:7]=3[O:6][C:5]=2[C:4]([CH2:14][OH:15])=[CH:3][CH:2]=1 |f:1.2|. Procedure details: 1 g (5.1 mmol) of Dibenzofuran-4-carboxaldehyde is dissolved in 5 ml of ethanol. 0.24 g of NaBH4 is then added portionwise to the stirred solution during a period 20 minutes. The solution is maintained under stirring at room temperature for 2 hours, following which the solvent is evaporated. The residue obtained is treated with water, and aqueous layer is then extracted with ether. Evaporation of the organic phase yielded 0.90 g of Dibenzofuran-4-ylmethanol. Reactants: NC=1C=C2C(=CNC2=CC1)C1CCN(CC1)C (5-amino-3-(1-methylpiperidin-4-yl)-1H-indole), FC(C1=C(C(=O)Cl)C=CC=C1)(F)F (2-trifluoromethylbenzoyl chloride). Yields the product FC(C1=C(C(=O)NC=2C=C3C(=CNC3=CC2)C2CCN(CC2)C)C=CC=C1)(F)F (5-(2-trifluoromethylbenzoyl)amino-3-(1-methylpiperidin-4-yl)-1H-indole). Reaction SMILES: [NH2:1][C:2]1[CH:3]=[C:4]2[C:8](=[CH:9][CH:10]=1)[NH:7][CH:6]=[C:5]2[CH:11]1[CH2:16][CH2:15][N:14]([CH3:17])[CH2:13][CH2:12]1.[F:18][C:19]([F:30])([F:29])[C:20]1[CH:28]=[CH:27][CH:26]=[CH:25][C:21]=1[C:22](Cl)=[O:23]>>[F:18][C:19]([F:29])([F:30])[C:20]1[CH:28]=[CH:27][CH:26]=[CH:25][C:21]=1[C:22]([NH:1][C:2]1[CH:3]=[C:4]2[C:8](=[CH:9][CH:10]=1)[NH:7][CH:6]=[C:5]2[CH:11]1[CH2:16][CH2:15][N:14]([CH3:17])[CH2:13][CH2:12]1)=[O:23]. Reported procedure: Beginning with 13 mg (0.056 mMol) 5-amino-3-(1-methylpiperidin-4-yl)-1H-indole and 13.0 mg (0.062 mMol) 2-trifluoromethylbenzoyl chloride, 20.3 mg 89%) of the title compound were recovered. Starting materials: CCOCCBr, CCO, Cc1cc(CCO)ccc1OCCNc1ncnc(C)c1Cl, [H-], [Na+], C1CCOC1, O. The product is CCOCCOCc1ccc(OCCNc2ncnc(C)c2Cl)c(C)c1. Reaction SMILES: [CH2:25]([CH3:26])[O:27][CH2:28][CH2:29][Br:30].[CH3:31][CH2:32][OH:33].[Cl:1][c:2]1[c:3]([NH:9][CH2:10][CH2:11][O:12][c:13]2[c:14]([CH3:22])[cH:15][c:16]([CH2:19][CH2:20][OH:21])[cH:17][cH:18]2)[n:4][cH:5][n:6][c:7]1[CH3:8].[H-:23].[Na+:24].[O:34]1[CH2:35][CH2:36][CH2:37][CH2:38]1.[OH2:39]>>[Cl:1][c:2]1[c:3]([NH:9][CH2:10][CH2:11][O:12][c:13]2[c:14]([CH3:22])[cH:15][c:16]([CH2:19][O:33][CH2:29][CH2:28][O:27][CH2:25][CH3:26])[cH:17][cH:18]2)[n:4][cH:5][n:6][c:7]1[CH3:8].